Dataset: the Open Reaction Database (ORD), a public repository of structured organic reaction records. Task: describe an organic reaction: reactants, conditions, products, and yield Yields the product Cc1ccccc1P(=O)(OC(C)C)OC(C)C. Starting materials: CC(C)OP(=O)OC(C)C (effective_coupling_partner), Cc1ccccc1OC(=O)C(C)(C)C (substrate). Conditions: temperature 110 celsius, time 46 hour. The reagents and catalysts are dcype. Starting materials: [BH3-]C#N, CN, CCO, CN, CO, O=CCc1ccccc1, Cl, [K+], [Na+], [OH-]. Product: CNCCc1ccccc1, Cl. RXN SMILES: [C:18](#[N:19])[BH3-:20].[CH3:10][NH2:11].[CH3:12][CH2:13][OH:14].[CH3:16][NH2:17].[CH3:24][OH:25].[CH:1](=[O:2])[CH2:3][c:4]1[cH:5][cH:6][cH:7][cH:8][cH:9]1.[ClH:15].[K+:23].[Na+:21].[OH-:22]>>[CH2:1]([CH2:3][c:4]1[cH:5][cH:6][cH:7][cH:8][cH:9]1)[NH:19][CH3:18].[ClH:15]. Starting materials: C(C)N1[C@@H](CCC1)C(=O)NCC1=C(C=CC(=C1)F)S(=O)(=O)NC1=CC=C2C3C(COC2=C1C(=O)OC)C3 (methyl (1aRS,7bSR)-5-{2-[((S)-1-ethylpyrrolidin-2-yl)cabonylaminomethyl]-4-fluorobenzenesulfonylamino}-1,1a,2,7b-tetrahydrocyclopropa-[c]chromene-4-carboxylate), C(C)N1[C@H](CCC1)C(=O)O ((R)-1-ethylpyrrolidine-2-carboxylic acid), C(C)N1[C@H](CCC1)C(=O)O ((R)-1-ethylpyrrolidine-2-carboxylic acid), NCC1=C(C=CC(=C1)F)S(=O)(=O)NC1=CC=C2C3C(COC2=C1C(=O)OC)C3 (methyl (1aRS,7bSR)-5-(2-aminomethyl-4-fluorobenzenesulfonylamino)-1,1a,2,7b-tetrahydrocyclopropa[c]chromene-4-carboxylate), NCC1=C(C=CC(=C1)F)S(=O)(=O)NC1=CC=C2C3C(COC2=C1C(=O)OC)C3 (methyl (1aRS,7bSR)-5-(2-aminomethyl-4-fluorobenzenesulfonylamino)-1,1a,2,7b-tetrahydrocyclopropa[c]chromene-4-carboxylate). Yields the product C(C)N1[C@H](CCC1)C(=O)NCC1=C(C=CC(=C1)F)S(=O)(=O)NC1=CC=C2C3C(COC2=C1C(=O)OC)C3 (Methyl (1aRS,7bSR)-5-(2-{[((R)-1-ethylpyrrolidine-2-yl)carbonylamino]-methyl}-4-fluorobenzenesulfonylamino)-1,1a,2,7b-tetrahydrocyclopropa[c]chromene-4-carboxylate). Reaction SMILES: [CH2:1]([N:3]1[CH2:7][CH2:6][CH2:5][C@H:4]1[C:8]([NH:10][CH2:11][C:12]1[CH:17]=[C:16]([F:18])[CH:15]=[CH:14][C:13]=1[S:19]([NH:22][C:23]1[C:32]([C:33]([O:35][CH3:36])=[O:34])=[C:31]2[C:26]([CH:27]3[CH2:37][CH:28]3[CH2:29][O:30]2)=[CH:25][CH:24]=1)(=[O:21])=[O:20])=[O:9])[CH3:2].NCC1C=C(F)C=CC=1S(NC1C(C(OC)=O)=C2C(C3CC3CO2)=CC=1)(=O)=O.C(N1CCC[C@@H]1C(O)=O)C>>[CH2:1]([N:3]1[CH2:7][CH2:6][CH2:5][C@@H:4]1[C:8]([NH:10][CH2:11][C:12]1[CH:17]=[C:16]([F:18])[CH:15]=[CH:14][C:13]=1[S:19]([NH:22][C:23]1[C:32]([C:33]([O:35][CH3:36])=[O:34])=[C:31]2[C:26]([CH:27]3[CH2:37][CH:28]3[CH2:29][O:30]2)=[CH:25][CH:24]=1)(=[O:20])=[O:21])=[O:9])[CH3:2]. Reported procedure: Prepared by proceeding in a similar manner to Intermediate 101, starting from methyl (1aRS,7bSR)-5-(2-aminomethyl-4-fluorobenzenesulfonylamino)-1,1a,2,7b-tetrahydro-cyclopropa[c]chromene-4-carboxylate (Intermediate 102) and (R)-1-ethylpyrrolidine-2-carboxylic acid (Intermediate 147) as a solid. Starting materials: BrCC1CC1, CN1C(=O)C(NC(=O)OC(C)(C)C)CNc2ccccc21, O=C([O-])[O-], CN(C)C=O, [Cs+], [Cs+], O=C=O. Yields the product CN1C(=O)C(NC(=O)OC(C)(C)C)CN(C(=O)OCC2CC2)c2ccccc21. RXN SMILES: [Br:25][CH2:26][CH:27]1[CH2:28][CH2:29]1.[C:1]([CH3:2])([CH3:3])([CH3:4])[O:5][C:6]([NH:7][CH:8]1[CH2:9][NH:10][c:11]2[c:12]([cH:17][cH:18][cH:19][cH:20]2)[N:13]([CH3:16])[C:14]1=[O:15])=[O:21].[C:30](=[O:31])([O-:32])[O-:33].[CH3:36][N:37]([CH3:38])[CH:39]=[O:40].[Cs+:34].[Cs+:35].[O:22]=[C:23]=[O:24]>>[C:1]([CH3:2])([CH3:3])([CH3:4])[O:5][C:6]([NH:7][CH:8]1[CH2:9][N:10]([C:23]([O:22][CH2:26][CH:27]2[CH2:28][CH2:29]2)=[O:24])[c:11]2[c:12]([cH:17][cH:18][cH:19][cH:20]2)[N:13]([CH3:16])[C:14]1=[O:15])=[O:21]. The reactants are FC=1C(=C(C=CC1)C1(CCN(CC1)CCC)O)C(F)(F)F (4-[3-fluoro-2-(trifluoromethyl)phenyl]-1-propylpiperidin-4-ol), ( 7 ), ( 14 ), ( 57 ). Solvent: Cl (hydrochloric acid). Yields the product FC=1C(=C(C=CC1)C=1CCN(CC1)CCC)C(F)(F)F (4-[3-FLUORO-2-(TRIFLUOROMETHYL)PHENYL]-1-PROPYL-1,2,3,6-TETRAHYDROPYRIDINE). As a reaction SMILES: [F:1][C:2]1[C:3]([C:18]([F:21])([F:20])[F:19])=[C:4]([C:8]2(O)[CH2:13][CH2:12][N:11]([CH2:14][CH2:15][CH3:16])[CH2:10][CH2:9]2)[CH:5]=[CH:6][CH:7]=1>Cl>[F:1][C:2]1[C:3]([C:18]([F:21])([F:19])[F:20])=[C:4]([C:8]2[CH2:13][CH2:12][N:11]([CH2:14][CH2:15][CH3:16])[CH2:10][CH:9]=2)[CH:5]=[CH:6][CH:7]=1. Procedure details: Preparation according to preparation 2: 4-[3-fluoro-2-(trifluoromethyl)phenyl]-1-propylpiperidin-4-ol (2.98 g, 9.8 mmol), hydrochloric acid (40 ml, cone). Yield: 2.37 g. MS m/z (rel. intensity, 70 eV) 305 (M+, 7), 277 (14), 276 (bp), 258 (57), 163 (7). The reactants are BrC=1C=CC2=C(C(=NCC=3N2C(=NN3)C)C3=CC=CC=C3)C1 (8-bromo-1-methyl-6-phenyl-4H-s-triazolo[4,3-a][1,4]benzodiazepine), C=O (paraformaldehyde). Solvent: C=1(C(=CC=CC1)C)C (xylene). Product: BrC=1C=CC2=C(C(=NCC=3N2C(=NN3)CCO)C3=CC=CC=C3)C1 (8-bromo-1-(2-hydroxyethyl)-6-phenyl-4H-s-triazolo[4,3-a][1,4]benzodiazepine). As a reaction SMILES: [Br:1][C:2]1[CH:3]=[CH:4][C:5]2[N:11]3[C:12]([CH3:15])=[N:13][N:14]=[C:10]3[CH2:9][N:8]=[C:7]([C:16]3[CH:21]=[CH:20][CH:19]=[CH:18][CH:17]=3)[C:6]=2[CH:22]=1.[CH2:23]=[O:24]>C1(C)C(C)=CC=CC=1>[Br:1][C:2]1[CH:3]=[CH:4][C:5]2[N:11]3[C:12]([CH2:15][CH2:23][OH:24])=[N:13][N:14]=[C:10]3[CH2:9][N:8]=[C:7]([C:16]3[CH:21]=[CH:20][CH:19]=[CH:18][CH:17]=3)[C:6]=2[CH:22]=1. Reported procedure: In the manner given in Example 1, 8-bromo-1-methyl-6-phenyl-4H-s-triazolo[4,3-a][1,4]benzodiazepine in xylene is heated in an oil bath with repeated additions of portions of paraformaldehyde to give 8-bromo-1-(2-hydroxyethyl)-6-phenyl-4H-s-triazolo[4,3-a][1,4]benzodiazepine. Reactants: Cl (hydrogen chloride), Polystyrene, NC1=CC=NC=C1 (4-aminopyridine), CN(C1CCC=2N(C3=CC=C(C=C3C2C1)C(=O)O)[Si](C(C)C)(C(C)C)C(C)C)C (3-dimethylamino-9-triisopropylsilyl-1,2,3,4-tetrahydro-9H-carbazole-6-carboxylic acid), Cl.CN(CCCN=C=NCC)C (1-(3-dimethylaminopropyl)-3-ethylcarbodiimide hydrochloride), ON1N=NC2=C1C=CC=C2 (1-hydroxybenzotriazole), NC1=CC=NC=C1 (4-aminopyridine), [N-]=C=O (isocyanate). Solvent: ClCCl (dichloromethane), CN(C=O)C (dimethylformamide), O1CCCC1 (tetrahydrofuran). Run at time 3 day. Yields the product Cl.Cl.N1=CC=C(C=C1)NC(=O)C=1C=C2C=3CC(CCC3NC2=CC1)N(C)C (N-(pyridin-4-yl)-3-dimethylamino-1,2,3,4-tetrahydro-9H-carbazole-6-carboxamide Dihydrochloride). Yield: 54.0%. As a reaction SMILES: [CH3:1][N:2]([CH3:29])[CH:3]1[CH2:15][C:14]2[C:13]3[C:8](=[CH:9][CH:10]=[C:11]([C:16]([OH:18])=O)[CH:12]=3)[N:7]([Si](C(C)C)(C(C)C)C(C)C)[C:6]=2[CH2:5][CH2:4]1.[ClH:30].CN(C)CCCN=C=NCC.ON1C2C=CC=CC=2N=N1.[NH2:52][C:53]1[CH:58]=[CH:57][N:56]=[CH:55][CH:54]=1.[N-]=C=O.Cl>CN(C)C=O.O1CCCC1.ClCCl>[ClH:30].[ClH:30].[N:56]1[CH:57]=[CH:58][C:53]([NH:52][C:16]([C:11]2[CH:12]=[C:13]3[C:8](=[CH:9][CH:10]=2)[NH:7][C:6]2[CH2:5][CH2:4][CH:3]([N:2]([CH3:29])[CH3:1])[CH2:15][C:14]3=2)=[O:18])=[CH:54][CH:55]=1 |f:1.2,10.11.12|. Procedure details: A mixture of 0.41 gm (1.0 mMol) 3-dimethylamino-9-triisopropylsilyl-1,2,3,4-tetrahydro-9H-carbazole-6-carboxylic acid, 0.77 gm (4.0 mMol) 1-(3-dimethylaminopropyl)-3-ethylcarbodiimide hydrochloride, 0.54 gm (4.0 mMol) 1-hydroxybenzotriazole, and 0.38 gm (4.0 mMol) 4-aminopyridine in 10 mL dimethylformamide and 50 mL tetrahydrofuran were stirred together at room temperature for 3 days. Polystyrene bound isocyanate resin was added to the reaction mixture which was stirred at 40° C. for 6 hours to ...